Dataset: the Open Reaction Database (ORD), a public repository of structured organic reaction records. Task: describe an organic reaction: reactants, conditions, products, and yield Starting materials: ClC1=C(C=CC(=C1)Cl)C(C(O)C1=CC=C(C=C1)F)(CN1N=CN=C1)O (2-(2,4-dichlorophenyl)-1-(4-fluorophenyl)-3-(1H-1,2,4-triazol-1-yl)-1,2-propanediol), C(=O)(N1C=NC=C1)N1C=NC=C1 (1,1'-carbonyldiimidazole), C(Cl)(Cl)Cl (chloroform). Run in O (Water). Yields the product ClC1=C(C=CC(=C1)Cl)C1(OC(OC1C1=CC=C(C=C1)F)=O)CN1N=CN=C1 (4-(2,4-dichlorophenyl)-5-(4-fluorophenyl)-2-oxo-4-(1H-1,2,4-triazol-1-yl)methyl-1,3-dioxolane). The yield is 78.7%. Reaction SMILES: [Cl:1][C:2]1[CH:7]=[C:6]([Cl:8])[CH:5]=[CH:4][C:3]=1[C:9]([OH:25])([CH2:19][N:20]1[CH:24]=[N:23][CH:22]=[N:21]1)[CH:10]([C:12]1[CH:17]=[CH:16][C:15]([F:18])=[CH:14][CH:13]=1)[OH:11].[C:26](N1C=CN=C1)(N1C=CN=C1)=[O:27].C(Cl)(Cl)Cl>O>[Cl:1][C:2]1[CH:7]=[C:6]([Cl:8])[CH:5]=[CH:4][C:3]=1[C:9]1([CH2:19][N:20]2[CH:24]=[N:23][CH:22]=[N:21]2)[CH:10]([C:12]2[CH:13]=[CH:14][C:15]([F:18])=[CH:16][CH:17]=2)[O:11][C:26](=[O:27])[O:25]1. Procedure: A mixture of 500 mg of 2-(2,4-dichlorophenyl)-1-(4-fluorophenyl)-3-(1H-1,2,4-triazol-1-yl)-1,2-propanediol, 530 mg of 1,1'-carbonyldiimidazole and 10 ml of dry chloroform is heated under reflux for 1 hour. Water is added to the reaction mixture, and the chloroform layer is separated, dried over anhydrous sodium sulfate, and concentrated. The residue is chromatographed on a column of silica-gel and eluted with a mixture of methylene chloride and methanol (100:0-98:2 v/v). The eluate is concentrat... Starting materials: CC(=O)O, Cc1cccc(COc2ccc([N+](=O)[O-])cc2Cl)n1, [Fe]. The product is Cc1cccc(COc2ccc(N)cc2Cl)n1. As a reaction SMILES: [CH3:20][C:21](=[O:22])[OH:23].[Cl:1][c:2]1[c:3]([O:4][CH2:5][c:6]2[n:7][c:8]([CH3:12])[cH:9][cH:10][cH:11]2)[cH:13][cH:14][c:15]([N+:17]([O-:18])=[O:19])[cH:16]1.[Fe:24]>>[Cl:1][c:2]1[c:3]([O:4][CH2:5][c:6]2[n:7][c:8]([CH3:12])[cH:9][cH:10][cH:11]2)[cH:13][cH:14][c:15]([NH2:17])[cH:16]1. Starting materials: Br (hydrobromic acid), C1(=CC=CC=C1)CCCN1CC(CCC1)C1=CC(=CC=C1)OC (1-(3-phenylpropyl)-3-(3-methoxyphenyl)piperidine), C([O-])([O-])=O.[Na+].[Na+] (sodium carbonate). The solvent is C(C)(=O)O (acetic acid). Conditions: temperature 120 celsius. Product: C1(=CC=CC=C1)CCCN1CC(CCC1)C1=CC(=CC=C1)O (1-(3-Phenylpropyl)-3-(3-hydroxyphenyl)piperidine). The yield is 27.6%. Reaction SMILES: [C:1]1([CH2:7][CH2:8][CH2:9][N:10]2[CH2:15][CH2:14][CH2:13][CH:12]([C:16]3[CH:21]=[CH:20][CH:19]=[C:18]([O:22]C)[CH:17]=3)[CH2:11]2)[CH:6]=[CH:5][CH:4]=[CH:3][CH:2]=1.Br.C(=O)([O-])[O-].[Na+].[Na+]>C(O)(=O)C>[C:1]1([CH2:7][CH2:8][CH2:9][N:10]2[CH2:15][CH2:14][CH2:13][CH:12]([C:16]3[CH:21]=[CH:20][CH:19]=[C:18]([OH:22])[CH:17]=3)[CH2:11]2)[CH:2]=[CH:3][CH:4]=[CH:5][CH:6]=1 |f:2.3.4|. Procedure: To a stirred solution of 15.2 g (0.049 mole) of 1-(3-phenylpropyl)-3-(3-methoxyphenyl)piperidine from Preparation 1 in 75 ml of glacial acetic acid was added 150 g of 48% aqueous hydrobromic acid. The reaction mixture was heated at 120° C. for 2.5 hours and then it was poured onto ice. The resulting mixture was basified with sodium carbonate and then it was extracted with ethyl acetate. The extracts were washed with water, followed by sodium chloride solution, and then they were dried and evapor... Yield: 98.0%. The product is C(C)C1=NC=CC(=C1CO)CC ((2,4-diethylpyridin-3-yl)methanol), oil. RXN SMILES: [H-].[Al+3].[Li+].[H-].[H-].[H-].[CH2:7]([C:9]1[C:14]([C:15](OCC)=[O:16])=[C:13]([CH2:20][CH3:21])[CH:12]=[CH:11][N:10]=1)[CH3:8]>C1COCC1>[CH2:7]([C:9]1[C:14]([CH2:15][OH:16])=[C:13]([CH2:20][CH3:21])[CH:12]=[CH:11][N:10]=1)[CH3:8] |f:0.1.2.3.4.5|. Reported procedure: Lithium aluminum hydride (410 mg, 10.8 mmol) was stirred in anhydrous THF (45 mL). A solution of ethyl 2,4-diethylpyridine-3-carboxylate (1.50 g, 7.2 mmol) in anhydrous THF (10 mL) was added at 0° C., and then stirred at room temperature for 2 hours. The reaction was quenched with an aqueous solution of sodium hydroxide and extracted 5 times with ethyl acetate. The combined organic phase was washed with brine and dried over sodium sulfate. After evaporation of the solvent, (2,4-diethylpyridin-3-... Solvent: C1CCOC1 (THF), C1CCOC1 (THF). Run at time 2 hour. Starting materials: C(C)C1=NC=CC(=C1C(=O)OCC)CC (ethyl 2,4-diethylpyridine-3-carboxylate), [H-].[Al+3].[Li+].[H-].[H-].[H-] (Lithium aluminum hydride).